From a dataset of the Open Reaction Database (ORD), a public repository of structured organic reaction records. describe an organic reaction: reactants, conditions, products, and yield Reactants: CCCCCBr, CCCC[N+](CCCC)(CCCC)CCCC, [Na+], [OH-], O=S(=O)([O-])O, CC(O)c1ccco1. The product is CCCCCOC(C)c1ccco1. As a reaction SMILES: [Br:11][CH2:12][CH2:13][CH2:14][CH2:15][CH3:16].[CH2:22]([N+:23]([CH2:24][CH2:25][CH2:26][CH3:27])([CH2:28][CH2:29][CH2:30][CH3:31])[CH2:32][CH2:33][CH2:34][CH3:35])[CH2:36][CH2:37][CH3:38].[Na+:10].[OH-:9].[S:17](=[O:18])(=[O:19])([OH:20])[O-:21].[o:1]1[c:2]([CH:6]([CH3:7])[OH:8])[cH:3][cH:4][cH:5]1>>[o:1]1[c:2]([CH:6]([CH3:7])[O:8][CH2:12][CH2:13][CH2:14][CH2:15][CH3:16])[cH:3][cH:4][cH:5]1. Reactants: BrC1=CC(NC(=C1)C)=O (4-bromo-6-methylpyridin-2(1H)-one), C(C)I (ethyl iodide), C(=O)([O-])[O-].[K+].[K+] (K2CO3). The product is BrC1=CC(N(C(=C1)C)CC)=O (4-bromo-1-ethyl-6-methylpyridin-2(1H)-one). Reaction SMILES: [Br:1][C:2]1[CH:7]=[C:6]([CH3:8])[NH:5][C:4](=[O:9])[CH:3]=1.[CH2:10](I)[CH3:11].C([O-])([O-])=O.[K+].[K+]>>[Br:1][C:2]1[CH:7]=[C:6]([CH3:8])[N:5]([CH2:10][CH3:11])[C:4](=[O:9])[CH:3]=1 |f:2.3.4|. Reported procedure: 4-bromo-1-ethyl-6-methylpyridin-2(1H)-one was prepared by alkylation of 4-bromo-6-methylpyridin-2(1H)-one with ethyl iodide using K2CO3 following a procedure analogous to that described in Example 59 Step 1. Reactants: C, CCOC(=O)Cc1csc(N2CCC(NC(=O)OCc3ccccc3)C(OC)C2)n1, CCO, O=C[O-], [NH4+], [Pd]. Yields the product CCOC(=O)Cc1csc(N2CCC(N)C(OC)C2)n1. RXN SMILES: [C:38].[CH2:1]([O:2][C:3](=[O:4])[NH:11][CH:12]1[CH:13]([O:29][CH3:30])[CH2:14][N:15]([c:18]2[s:19][cH:20][c:21]([CH2:23][C:24](=[O:25])[O:26][CH2:27][CH3:28])[n:22]2)[CH2:16][CH2:17]1)[c:5]1[cH:6][cH:7][cH:8][cH:9][cH:10]1.[CH3:35][CH2:36][OH:37].[CH:31]([O-:32])=[O:33].[NH4+:34].[Pd:39]>>[NH2:11][CH:12]1[CH:13]([O:29][CH3:30])[CH2:14][N:15]([c:18]2[s:19][cH:20][c:21]([CH2:23][C:24](=[O:25])[O:26][CH2:27][CH3:28])[n:22]2)[CH2:16][CH2:17]1. Reactants: [BH4-], CCOC(=O)C(=O)c1cc(Br)cn1CCOC(C)=O, CC(=O)O, CO, [Na+], O. Product: CCOC(=O)C(O)c1cc(Br)cn1CCOC(C)=O. RXN SMILES: [BH4-:2].[C:4]([CH3:5])(=[O:6])[O:7][CH2:8][CH2:9][n:10]1[c:11]([C:16]([C:17](=[O:18])[O:19][CH2:20][CH3:21])=[O:22])[cH:12][c:13]([Br:15])[cH:14]1.[CH3:23][C:24](=[O:25])[OH:26].[CH3:27][OH:28].[Na+:3].[OH2:1]>>[C:4]([CH3:5])(=[O:6])[O:7][CH2:8][CH2:9][n:10]1[c:11]([CH:16]([C:17](=[O:18])[O:19][CH2:20][CH3:21])[OH:22])[cH:12][c:13]([Br:15])[cH:14]1. Reactants: O=C(CCCCl)NCC(CO)NC(=O)OCc1ccccc1, [H-], [Na+], CN(C)C=O. The product is O=C(NC(CO)CN1CCCC1=O)OCc1ccccc1. Reaction SMILES: [Cl:1][CH2:2][CH2:3][CH2:4][C:5](=[O:6])[NH:7][CH2:8][CH:9]([CH2:10][OH:11])[NH:12][C:13]([O:14][CH2:15][c:16]1[cH:17][cH:18][cH:19][cH:20][cH:21]1)=[O:22].[H-:24].[Na+:23].[O:25]=[CH:26][N:27]([CH3:28])[CH3:29]>>[CH2:2]1[CH2:3][CH2:4][C:5](=[O:6])[N:7]1[CH2:8][CH:9]([CH2:10][OH:11])[NH:12][C:13]([O:14][CH2:15][c:16]1[cH:17][cH:18][cH:19][cH:20][cH:21]1)=[O:22]. RXN SMILES: [OH:1][CH2:2][C:3]1[C:4]([C:24]([F:27])([F:26])[F:25])=[N:5][N:6]([CH2:8][C:9]([NH:11][C:12]2[S:16][C:15]3[CH2:17][CH2:18][CH2:19][CH2:20][C:14]=3[C:13]=2[C:21]([NH2:23])=[O:22])=[O:10])[CH:7]=1.[H-].[Na+].I[CH2:31][CH3:32].O>CN(C=O)C>[CH2:31]([O:1][CH2:2][C:3]1[C:4]([C:24]([F:26])([F:25])[F:27])=[N:5][N:6]([CH2:8][C:9]([NH:11][C:12]2[S:16][C:15]3[CH2:17][CH2:18][CH2:19][CH2:20][C:14]=3[C:13]=2[C:21]([NH2:23])=[O:22])=[O:10])[CH:7]=1)[CH3:32] |f:1.2|. Conditions: temperature 65 celsius, time 8 hour. Reported procedure: To a solution of 2-(2-(4-(hydroxymethyl)-3-(trifluoromethyl)pyrazol-1-yl)acetamido)-4,5,6,7-tetrahydrobenzo[b]thiophene-3-carboxamide (20 mg, 0.05 mmol) in DMF (2 mL) was added NaH (7 mg, 0.29 mmol) under an atmosphere of N2. The reaction mixture was stirred at RT for 30 min before addition of iodoethane (20 mg, 0.13 mmol). The reaction mixture was heated at 65° C. for 3 h then left to stand at RT overnight. Water (2 mL) was added and the reaction mixture extracted with EtOAc (3×5 mL). The combi... Reactants: OCC=1C(=NN(C1)CC(=O)NC1=C(C2=C(S1)CCCC2)C(=O)N)C(F)(F)F (2-(2-(4-(hydroxymethyl)-3-(trifluoromethyl)pyrazol-1-yl)acetamido)-4,5,6,7-tetrahydrobenzo[b]thiophene-3-carboxamide), [H-].[Na+] (NaH), O (Water), ICC (iodoethane). The yield is 32.0%. The solvent is CN(C)C=O (DMF). Yields the product C(C)OCC=1C(=NN(C1)CC(=O)NC1=C(C2=C(S1)CCCC2)C(=O)N)C(F)(F)F (2-(2-(4-(ethoxymethyl)-3-(trifluoromethyl)pyrazol-1-yl)acetamido)-4,5,6,7-tetrahydrobenzo[b]thiophene-3-carboxamide). Reactants: FC(C=1C=C(C=C(C1)C(F)(F)F)[C@@H]1[C@@H](N(C(O1)=O)CC1=NC(=NC=C1C1=C(N=C(S1)C1=C(C=C(C(=O)O)C=C1)C)C(C)(C)C)S(=O)(=O)C)C)(F)F (4-{5-[4-({(4S,5R)-5-[3,5-bis(trifluoromethyl)phenyl]-4-methyl-2-oxo-1,3-oxazolidin-3-yl}methyl)-2-(methylsulfonyl)pyrimidin-5-yl]-4-tert-butyl-1,3-thiazol-2-yl}-3-methylbenzoic acid), FC(C=1C=C(C=C(C1)C(F)(F)F)[C@@H]1[C@@H](N(C(O1)=O)CC1=NC(=NC=C1C1=C(N=C(S1)C1=C(C=C(C(=O)O)C=C1)C)C(C)(C)C)S(=O)(=O)C)C)(F)F (4-{5-[4-({(4S,5R)-5-[3,5-bis(trifluoromethyl)phenyl]-4-methyl-2-oxo-1,3-oxazolidin-3-yl}methyl)-2-(methylsulfonyl)pyrimidin-5-yl]-4-tert-butyl-1,3-thiazol-2-yl}-3-methylbenzoic acid), Cl.FC1CNC1 (3-fluoroazetidine hydrochloride), CCN(C(C)C)C(C)C (DIEA). The solvent is C1CCOC1 (THF). Run at temperature 60 celsius, time 15 minute. The product is FC(C=1C=C(C=C(C1)C(F)(F)F)[C@@H]1[C@@H](N(C(O1)=O)CC1=NC(=NC=C1C1=C(N=C(S1)C1=C(C=C(C(=O)O)C=C1)C)C(C)(C)C)N1CC(C1)F)C)(F)F (4-{5-[4-({(4S,5R)-5-[3,5-Bis(trifluoromethyl)phenyl]-4-methyl-2-oxo-1,3-oxazolidin-3-yl}methyl)-2-(3-fluoroazetidin-1-yl)pyrimidin-5-yl]-4-tert-butyl-1,3-thiazol-2-yl}-3-methylbenzoic acid). The yield is 93.0%. Reaction SMILES: [F:1][C:2]([F:51])([F:50])[C:3]1[CH:4]=[C:5]([C@H:13]2[O:17][C:16](=[O:18])[N:15]([CH2:19][C:20]3[C:25]([C:26]4[S:30][C:29]([C:31]5[CH:39]=[CH:38][C:34]([C:35]([OH:37])=[O:36])=[CH:33][C:32]=5[CH3:40])=[N:28][C:27]=4[C:41]([CH3:44])([CH3:43])[CH3:42])=[CH:24][N:23]=[C:22](S(C)(=O)=O)[N:21]=3)[C@H:14]2[CH3:49])[CH:6]=[C:7]([C:9]([F:12])([F:11])[F:10])[CH:8]=1.Cl.[F:53][CH:54]1[CH2:57][NH:56][CH2:55]1.CCN(C(C)C)C(C)C>C1COCC1>[F:11][C:9]([F:10])([F:12])[C:7]1[CH:6]=[C:5]([C@H:13]2[O:17][C:16](=[O:18])[N:15]([CH2:19][C:20]3[C:25]([C:26]4[S:30][C:29]([C:31]5[CH:39]=[CH:38][C:34]([C:35]([OH:37])=[O:36])=[CH:33][C:32]=5[CH3:40])=[N:28][C:27]=4[C:41]([CH3:44])([CH3:42])[CH3:43])=[CH:24][N:23]=[C:22]([N:56]4[CH2:57][CH:54]([F:53])[CH2:55]4)[N:21]=3)[C@H:14]2[CH3:49])[CH:4]=[C:3]([C:2]([F:1])([F:51])[F:50])[CH:8]=1 |f:1.2|. Procedure: To a solution of 4-{5-[4-({(4S,5R)-5-[3,5-bis(trifluoromethyl)phenyl]-4-methyl-2-oxo-1,3-oxazolidin-3-yl}methyl)-2-(methylsulfonyl)pyrimidin-5-yl]-4-tert-butyl-1,3-thiazol-2-yl}-3-methylbenzoic acid (INTERMEDIATE 52, 180 mg, 0.106 mmol) in THF (5 mL) was added 3-fluoroazetidine hydrochloride (35.4 mg, 0.317 mmol) and DIEA (0.092 mL, 0.529 mmol). It was stirred at 60° C. for 15 minutes to see complete conversion by LCMS. The solvent was evaporated, and the residue was purified on reverse phase HP... RXN SMILES: [CH3:1][O:2][C:3]1[CH:8]=[CH:7][C:6]([C:9]2[N:10]=[C:11]([CH2:22][OH:23])[S:12][C:13]=2[C:14]2[CH:19]=[CH:18][C:17]([O:20][CH3:21])=[CH:16][CH:15]=2)=[CH:5][CH:4]=1>C(OCC)(=O)C.[O-2].[O-2].[Mn+4]>[CH3:1][O:2][C:3]1[CH:4]=[CH:5][C:6]([C:9]2[N:10]=[C:11]([CH:22]=[O:23])[S:12][C:13]=2[C:14]2[CH:19]=[CH:18][C:17]([O:20][CH3:21])=[CH:16][CH:15]=2)=[CH:7][CH:8]=1 |f:2.3.4|. The solvent is C(C)(=O)OCC (ethyl acetate). The yield is 64.9%. Conditions: time 5.5 hour. Starting materials: COC1=CC=C(C=C1)C=1N=C(SC1C1=CC=C(C=C1)OC)CO (4,5-bis(4-methoxyphenyl)-2-hydroxymethylthiazole). Reported procedure: A mixture of 4,5-bis(4-methoxyphenyl)-2-hydroxymethylthiazole (5.04 g) and manganese dioxide (35.0 g) in ethyl acetate (250 ml) was stirred at ambient temperature for 5.5 hours. After filtration, the filtrate was evaporated in vacuo, and the resulting residue was washed with hexane to give 4,5-bis(4-methoxyphenyl)-2-formylthiazol (3.25 g). Product: COC1=CC=C(C=C1)C=1N=C(SC1C1=CC=C(C=C1)OC)C=O (4,5-bis(4-methoxyphenyl)-2-formylthiazol). Reagents/catalysts: [O-2].[O-2].[Mn+4] (manganese dioxide).